This data is from the Open Reaction Database (ORD), a public repository of structured organic reaction records. The task is: describe an organic reaction: reactants, conditions, products, and yield Reactants: O=C1CCC(=O)N1Br, ClCCl, CS(=O)(=O)c1ccc(C(=CC2CCCCCC2)C(=O)O)cc1C(F)(F)F, Nc1nccs1, c1ccc(P(c2ccccc2)c2ccccc2)cc1. Yields the product CS(=O)(=O)c1ccc(C(=CC2CCCCCC2)C(=O)Nc2nccs2)cc1C(F)(F)F. Reaction SMILES: [Br:20][N:21]1[C:22](=[O:23])[CH2:24][CH2:25][C:26]1=[O:27].[CH2:60]([Cl:61])[Cl:62].[CH:28]1([CH:35]=[C:36]([C:37](=[O:38])[OH:39])[c:40]2[cH:41][c:42]([C:50]([F:51])([F:52])[F:53])[c:43]([S:46](=[O:47])(=[O:48])[CH3:49])[cH:44][cH:45]2)[CH2:29][CH2:30][CH2:31][CH2:32][CH2:33][CH2:34]1.[NH2:54][c:55]1[s:56][cH:57][cH:58][n:59]1.[c:1]1([P:2]([c:3]2[cH:4][cH:5][cH:6][cH:7][cH:8]2)[c:9]2[cH:10][cH:11][cH:12][cH:13][cH:14]2)[cH:15][cH:16][cH:17][cH:18][cH:19]1>>[CH:28]1([CH:35]=[C:36]([C:37](=[O:39])[NH:54][c:55]2[s:56][cH:57][cH:58][n:59]2)[c:40]2[cH:41][c:42]([C:50]([F:51])([F:52])[F:53])[c:43]([S:46](=[O:47])(=[O:48])[CH3:49])[cH:44][cH:45]2)[CH2:29][CH2:30][CH2:31][CH2:32][CH2:33][CH2:34]1. Starting materials: P(OC)(SC)(N=C=O)=O (O,S-dimethyl phosphoro-isocyanatidothioate), N1CC(CCC1)C(=O)OC (methyl 3-piperidinecarboxylate). Run in CCOCC (ether). The product is COP(=O)(SC)NC(=O)N1CC(CCC1)C(=O)OC (Methyl 1-(((Methoxy-(methylthio)phosphinyl)amino)carbonyl)-3-piperidinecarboxylat). As a reaction SMILES: [P:1](=[O:9])([N:6]=[C:7]=[O:8])([S:4][CH3:5])[O:2][CH3:3].[NH:10]1[CH2:15][CH2:14][CH2:13][CH:12]([C:16]([O:18][CH3:19])=[O:17])[CH2:11]1>CCOCC>[CH3:3][O:2][P:1]([NH:6][C:7]([N:10]1[CH2:15][CH2:14][CH2:13][CH:12]([C:16]([O:18][CH3:19])=[O:17])[CH2:11]1)=[O:8])([S:4][CH3:5])=[O:9]. Reported procedure: A solution of 8.36 g of O,S-dimethyl phosphoro-isocyanatidothioate in 100 ml of ether was cooled to 0° C. and to it was added dropwise with stirring 7.15 g of methyl 3-piperidinecarboxylate. The mixture was allowed to warm to ambient temperature and react overnight. The precipitate that formed was collected by filtration, extracted with ether, and dried under reduced pressure to obtain 11.5 g (74 percent of theory) of the title compound as white crystals melting at 65°-67° C. Starting materials: [BH4-], CO, CC(Cc1ccc(OCc2cc(Cl)cc3c2OC(C)(C)C3=O)c(F)c1)C(=O)O, [Na+], C1CCOC1, O. The product is CC(Cc1ccc(OCc2cc(Cl)cc3c2OC(C)(C)C3O)c(F)c1)C(=O)O. As a reaction SMILES: [BH4-:29].[CH3:32][OH:33].[Cl:1][c:2]1[cH:3][c:4]([CH2:14][O:15][c:16]2[c:17]([F:28])[cH:18][c:19]([CH2:22][CH:23]([C:24](=[O:25])[OH:26])[CH3:27])[cH:20][cH:21]2)[c:5]2[c:6]([cH:13]1)[C:7](=[O:12])[C:8]([CH3:10])([CH3:11])[O:9]2.[Na+:30].[O:34]1[CH2:35][CH2:36][CH2:37][CH2:38]1.[OH2:31]>>[Cl:1][c:2]1[cH:3][c:4]([CH2:14][O:15][c:16]2[c:17]([F:28])[cH:18][c:19]([CH2:22][CH:23]([C:24](=[O:25])[OH:26])[CH3:27])[cH:20][cH:21]2)[c:5]2[c:6]([cH:13]1)[CH:7]([OH:12])[C:8]([CH3:10])([CH3:11])[O:9]2. Starting materials: COC1=CC=C2N(C(C3C(C2=C1)C3)=O)C (6-Methoxy-3-methyl-1,1a,3,7b-tetrahydro-3-aza-cyclopropa[a]naphthalen-2-one), C1N2CN3CN1CN(C2)C3 (hexamethylene tetraamine), FC(C(=O)O)(F)F (trifluoroacetic acid). The product is COC1=C(C=C2N(C(C3C(C2=C1)C3)=O)C)C=O (6-Methoxy-3-methyl-2-oxo-1a,2,3,7b-tetrahydro-1H-3-aza-cyclopropa[a]naphthalene-5-carbaldehyde). Yield: 42.0%. As a reaction SMILES: [CH3:1][O:2][C:3]1[CH:12]=[C:11]2[C:6]([N:7]([CH3:15])[C:8](=[O:14])[CH:9]3[CH2:13][CH:10]32)=[CH:5][CH:4]=1.C1N2CN3CN(C2)CN1C3.FC(F)(F)[C:28](O)=[O:29]>>[CH3:1][O:2][C:3]1[CH:12]=[C:11]2[C:6]([N:7]([CH3:15])[C:8](=[O:14])[CH:9]3[CH2:13][CH:10]32)=[CH:5][C:4]=1[CH:28]=[O:29]. Reported procedure: To a flame dried round bottom flask equipped with a nitrogen cap was added 972 mg (4.8 mmol) 6-Methoxy-3-methyl-1,1a,3,7b-tetrahydro-3-aza-cyclopropa[a]naphthalen-2-one, 40 ml of trifluoroacetic acid and 806 mg (5.7 mmol) of hexamethylene tetraamine. The mixture was stirred under reflux for 1.5 hours and then cooled to ambient temperature. The reaction mixture was quenched in 200 ml ice and then treated with solid sodium carbonate until pH 9 was reached. The aqueous phase was extracted with chlo... Starting materials: C(=O)=O (dry ice), CC1=C(C(=O)C2=C(C1=O)N3C[C@H]4[C@@H]([C@@]3([C@@H]2COC(=O)N)OC)N4)OC (mitomycin A), solution, [OH-].[K+] (KOH), C(C)OCCOCCO (diethylene glycol monoethyl ether), C(C)OCCOCCO (diethylene glycol monoethyl ether). Run in C(Cl)(Cl)Cl.CO (CHCl3 MeOH). Product: C(N)(O)=O.OCC1C2(N(C=3C(C(=C(C(C13)=O)OCCOCCOCC)C)=O)CC1C2N1)OC (1,1a,2,8,8a,8b-Hexahydro-8-(hydroxymethyl)-8a-methoxy-5-methyl-6-{[2-(2-ethoxy)ethoxy]ethoxy}-azirino[2',3':3,4]pyrrolo[1,2-a]indole-4,7-dione carbamate). The yield is 62.0%. RXN SMILES: [CH3:1][C:2]1[C:8](=[O:9])[C:7]2[N:10]3[C@@:14]([O:21][CH3:22])([C@H:15]([CH2:16][O:17][C:18]([NH2:20])=[O:19])[C:6]=2[C:4](=[O:5])[C:3]=1[O:24][CH3:25])[C@H:13]1[NH:23][C@H:12]1[CH2:11]3.[OH-].[K+].C(=O)=O.[CH2:31]([O:33][CH2:34][CH2:35][O:36][CH2:37]CO)[CH3:32]>C(Cl)(Cl)Cl.CO>[C:18](=[O:17])([OH:19])[NH2:20].[OH:17][CH2:16][CH:15]1[C:6]2[C:4](=[O:5])[C:3]([O:24][CH2:25][CH2:37][O:36][CH2:35][CH2:34][O:33][CH2:31][CH3:32])=[C:2]([CH3:1])[C:8](=[O:9])[C:7]=2[N:10]2[CH2:11][CH:12]3[NH:23][CH:13]3[C:14]12[O:21][CH3:22] |f:1.2,5.6,7.8|. Reported procedure: A solution of mitomycin A (100 mg or 0.286 mmole) in 4 ml of diethylene glycol monoethyl ether was stirred at room temperature and under nitrogen for 45 minutes with 480 mg of a 1.6% solution of KOH in diethylene glycol monoethyl ether. The reaction mixture was decomposed with excess dry ice while immersing the flask into a water bath at room temperature. It was then isolated on a silica gel column using CHCl3 -MeOH 9:1 as solvent. Final purification was achieved by preparative thin layer chroma... The reactants are C(CCC)C1=NC2=C(N1CC1=CC(=C(C=C1)OC(C1=CC=CC=C1)C(=O)OCC)OC)C=C(C=C2)NC(=O)N(C)C (2-n-butyl-1-[4-[(α-ethoxycarbonyl)benzyloxy]-3-methoxybenzyl]-6-dimethylaminocarbonylamino-benzimidazole), [OH-].[Na+] (sodium hydroxide). The solvent is C(C)O (ethanol). The product is C(CCC)C1=NC2=C(N1CC1=CC(=C(C=C1)OC(C1=CC=CC=C1)C(=O)O)OC)C=C(C=C2)NC(=O)N(C)C (2-n-Butyl-1-[4-[(α-carboxy)benzyloxy]-3-methoxybenzyl]-6-dimethylaminocarbonylamino-benzimidazole). RXN SMILES: [CH2:1]([C:5]1[N:9]([CH2:10][C:11]2[CH:16]=[CH:15][C:14]([O:17][CH:18]([C:25]([O:27]CC)=[O:26])[C:19]3[CH:24]=[CH:23][CH:22]=[CH:21][CH:20]=3)=[C:13]([O:30][CH3:31])[CH:12]=2)[C:8]2[CH:32]=[C:33]([NH:36][C:37]([N:39]([CH3:41])[CH3:40])=[O:38])[CH:34]=[CH:35][C:7]=2[N:6]=1)[CH2:2][CH2:3][CH3:4].[OH-].[Na+]>C(O)C>[CH2:1]([C:5]1[N:9]([CH2:10][C:11]2[CH:16]=[CH:15][C:14]([O:17][CH:18]([C:25]([OH:27])=[O:26])[C:19]3[CH:20]=[CH:21][CH:22]=[CH:23][CH:24]=3)=[C:13]([O:30][CH3:31])[CH:12]=2)[C:8]2[CH:32]=[C:33]([NH:36][C:37]([N:39]([CH3:40])[CH3:41])=[O:38])[CH:34]=[CH:35][C:7]=2[N:6]=1)[CH2:2][CH2:3][CH3:4] |f:1.2|. Reported procedure: Prepared analogously to Example 1b from 2-n-butyl-1-[4-[(α-ethoxycarbonyl)benzyloxy]-3-methoxybenzyl]-6-dimethylaminocarbonylamino-benzimidazole and 2N sodium hydroxide solution in ethanol. Reactants: C(=O)(O)C=1C=C2COC(=O)C2=CC1 (5-Carboxyphthalid), ice water, C1(=CC=C(C=C1)S(=O)(=O)Cl)C (p-toluenesulfonyl chloride), C(C)(C)(C)O (Tert.Butanol). Run in N1=CC=CC=C1 (pyridine). Reaction conditions: time 30 minute. Product: C(C)(C)(C)OC(=O)C=1C=C2COC(=O)C2=CC1 (5-tert. Butoxycarbonylphthalid). RXN SMILES: [C:1]([C:4]1[CH:5]=[C:6]2[C:11](=[CH:12][CH:13]=1)[C:9](=[O:10])[O:8][CH2:7]2)([OH:3])=[O:2].[C:14]1([CH3:24])[CH:19]=CC(S(Cl)(=O)=O)=C[CH:15]=1.C(O)(C)(C)C>N1C=CC=CC=1>[C:14]([O:2][C:1]([C:4]1[CH:5]=[C:6]2[C:11](=[CH:12][CH:13]=1)[C:9](=[O:10])[O:8][CH2:7]2)=[O:3])([CH3:24])([CH3:19])[CH3:15]. Procedure: 5-Carboxyphthalid (100 g, 0.56 mole) is suspended in pyridine (1200 mL). p-toluenesulfonyl chloride (211 g, 1.12 mole) is added and the mixture is stirred for 30 minutes at room temperature. Tert.Butanol (54 g, 0.73 mole) is added and the reaction mixture is left at room temperature with efficient stirring for 3 days. The clear solution is poured into ice water and the precipitated crystals are filtered off. The product is recrystallized from 2-propanol (500 mL). Yield: 123 g, 94%. DSC onset: 15... Starting materials: O=C(Nc1cccc(Br)c1)c1ccc(Cl)c([N+](=O)[O-])c1, CS(C)=O, Cl, [K+], Nc1cccc(O)c1, [OH-], O. Yields the product Nc1cccc(Oc2ccc(C(=O)Nc3cccc(Br)c3)cc2[N+](=O)[O-])c1. As a reaction SMILES: [Br:1][c:2]1[cH:3][c:4]([NH:8][C:9]([c:10]2[cH:11][c:12]([N+:17](=[O:18])[O-:19])[c:13]([Cl:16])[cH:14][cH:15]2)=[O:20])[cH:5][cH:6][cH:7]1.[CH3:32][S:33](=[O:34])[CH3:35].[ClH:31].[K+:30].[NH2:21][c:22]1[cH:23][cH:24][cH:25][c:26]([OH:27])[cH:28]1.[OH-:29].[OH2:36]>>[Br:1][c:2]1[cH:3][c:4]([NH:8][C:9]([c:10]2[cH:11][c:12]([N+:17](=[O:18])[O-:19])[c:13]([O:27][c:26]3[cH:25][cH:24][cH:23][c:22]([NH2:21])[cH:28]3)[cH:14][cH:15]2)=[O:20])[cH:5][cH:6][cH:7]1. The reactants are ClC1=C(C=C(C=C1)NC=1SC=CN1)O (2-chloro-5-(thiazol-2-ylamino)phenol), C(=O)([O-])[O-].[Cs+].[Cs+] (Cs2CO3), ClCC1=CCCC1 (1-(chloromethyl)cyclopentene). Solvent: CC(=O)C (acetone). Reaction conditions: temperature 60 celsius, time 3 hour. Yields the product ClC1=C(C=C(C=C1)NC=1SC=CN1)OC1=CCCC1 (N-(4-Chloro-3-(cyclopentenyloxy)phenyl)thiazol-2-amine). Yield: 25.0%. Reaction SMILES: [Cl:1][C:2]1[CH:7]=[CH:6][C:5]([NH:8][C:9]2[S:10][CH:11]=[CH:12][N:13]=2)=[CH:4][C:3]=1[OH:14].C([O-])([O-])=O.[Cs+].[Cs+].ClC[C:23]1[CH2:27][CH2:26][CH2:25][CH:24]=1>CC(C)=O>[Cl:1][C:2]1[CH:7]=[CH:6][C:5]([NH:8][C:9]2[S:10][CH:11]=[CH:12][N:13]=2)=[CH:4][C:3]=1[O:14][C:23]1[CH2:27][CH2:26][CH2:25][CH:24]=1 |f:1.2.3|. Procedure: Following the general procedure for O-allylation, Method B, a mixture 2-chloro-5-(thiazol-2-ylamino)phenol (88 mg, 0.39 mmol) and Cs2CO3 (127 mg, 0.39 mmol) in acetone was treated with 1-(chloromethyl)cyclopentene (60 mg, 0.39 mmol) at 0° C. The reaction mixture was heated to 60° C. and stirred for 3 h. The title compound was obtained after purification by flash chromatography on silica gel (hexane:EtOAc 8/2) in 25% yield (29 mg).